describe an organic reaction: reactants, conditions, products, and yield From a dataset of the Open Reaction Database (ORD), a public repository of structured organic reaction records. Starting materials: N1=CC=C(C=C1)CN ((4-pyridyl)methanamine), ClCCOCCC(=O)Cl (3-(2-chloroethoxy)propanoyl chloride). Product: ClCCOCCC(=O)NCC1=CC=NC=C1 (3-(2-Chloroethoxy)-N-(4-pyridylmethyl)propanamide). Reaction SMILES: [N:1]1[CH:6]=[CH:5][C:4]([CH2:7][NH2:8])=[CH:3][CH:2]=1.[Cl:9][CH2:10][CH2:11][O:12][CH2:13][CH2:14][C:15](Cl)=[O:16]>>[Cl:9][CH2:10][CH2:11][O:12][CH2:13][CH2:14][C:15]([NH:8][CH2:7][C:4]1[CH:5]=[CH:6][N:1]=[CH:2][CH:3]=1)=[O:16]. Procedure: Title compound was prepared starting from (4-pyridyl)methanamine and 3-(2-chloroethoxy)propanoyl chloride following the procedure outlined for Example 27A. 1H NMR (CDCl3): δ 2.38-2.41 (m, 2H), 2.60-2.63 (m, 2H), 3.54-3.60 (m, 2H), 3.66-3.69 (m, 2H), 4.45 (d, 2H, J=6.1 Hz), 6.12 (br t, 1H, D2O exchanged), 7.09-7.11 (m, 2H), 8.40-8.42 (m, 2H). Reactants: CC1(NC2=CC=C(C=C2C(=C1)C)OS(=O)(=O)C(F)(F)F)C (Trifluoromethanesulfonic acid 2,2,4-trimethyl-1,2-dihydroquinolin-6-yl ester), FC(C1=C(C=CC=C1)B(O)O)(F)F (2-trifluoromethylphenylboronic acid), C(C=C)S (allyl mercaptan). The product is C(C=C)SCC1=CC(NC2=CC=C(C=C12)C1=C(C=CC=C1)C(F)(F)F)(C)C (4-Allylsulfanylmethyl-2,2-dimethyl-6-(2-trifluoromethylphenyl)-1,2-dihydroquinoline). Reaction SMILES: [CH3:1][C:2]1([CH3:21])[CH:11]=[C:10]([CH3:12])[C:9]2[C:4](=[CH:5][CH:6]=[C:7](OS(C(F)(F)F)(=O)=O)[CH:8]=2)[NH:3]1.[F:22][C:23]([F:34])([F:33])[C:24]1[CH:29]=[CH:28][CH:27]=[CH:26][C:25]=1B(O)O.[CH2:35]([SH:38])[CH:36]=[CH2:37]>>[CH2:35]([S:38][CH2:12][C:10]1[C:9]2[C:4](=[CH:5][CH:6]=[C:7]([C:25]3[CH:26]=[CH:27][CH:28]=[CH:29][C:24]=3[C:23]([F:34])([F:33])[F:22])[CH:8]=2)[NH:3][C:2]([CH3:1])([CH3:21])[CH:11]=1)[CH:36]=[CH2:37]. Procedure details: Trifluoromethanesulfonic acid 2,2,4-trimethyl-1,2-dihydroquinolin-6-yl ester was coupled with 2-trifluoromethylphenylboronic acid. Bromination and coupling reaction with allyl mercaptan gave 23 mg of the title compound.